From a dataset of the Open Reaction Database (ORD), a public repository of structured organic reaction records. describe an organic reaction: reactants, conditions, products, and yield Reactants: C(C)(=O)NC1=CC=C(C=N1)/C=C/C(=O)NCC(=O)N(C)C=1C(=C(COC2=CC=CC=3NC(=NC32)OC)C(=CC1)Cl)Cl (4-[3-[N-[(E)-3-(6-acetamidopyridin-3-yl)acryloylglycyl]-N-methylamino]-2,6-dichlorobenzyloxy]-2-methoxy-1H-benzimidazole), Cl.CN(CCCl)C (2-dimethylaminoethyl chloride hydrochloride), C([O-])([O-])=O.[K+].[K+] (potassium carbonate), O (water). Run in CN(C=O)C (N,N-dimethylformamide). Conditions: time 28 hour. Yields the product C(C)(=O)NC1=CC=C(C=N1)/C=C/C(=O)NCC(=O)N(C)C=1C(=C(COC2=CC=CC=3N(C(=NC32)OC)CCN(C)C)C(=CC1)Cl)Cl (4-[3-[N-[(E)-3-(6-acetamidopyridin-3-yl)acryloylglycyl]-N-methylamino]-2,6-dichlorobenzyloxy]-2-methoxy-1-(2-dimethylaminoethyl)-1H-benzimidazole), C(C)(=O)NC1=CC=C(C=N1)/C=C/C(=O)NCC(=O)N(C)C=1C(=C(COC2=CC=CC3=C2N(C(=N3)OC)CCN(C)C)C(=CC1)Cl)Cl (7-[3-[N-[(E)-3-(6-acetamidopyridin-3-yl)acryloylglycyl]-N-methylamino]-2,6-dichlorobenzyloxy]-2-methoxy-1-(2-dimethylaminoethyl)-1H-benzimidazole). RXN SMILES: [C:1]([NH:4][C:5]1[N:10]=[CH:9][C:8](/[CH:11]=[CH:12]/[C:13]([NH:15][CH2:16][C:17]([N:19]([C:21]2[C:22]([Cl:41])=[C:23]([C:37]([Cl:40])=[CH:38][CH:39]=2)[CH2:24][O:25][C:26]2[C:34]3[N:33]=[C:32]([O:35][CH3:36])[NH:31][C:30]=3[CH:29]=[CH:28][CH:27]=2)[CH3:20])=[O:18])=[O:14])=[CH:7][CH:6]=1)(=[O:3])[CH3:2].Cl.[CH3:43][N:44]([CH3:48])[CH2:45][CH2:46]Cl.C(=O)([O-])[O-].[K+].[K+].O>CN(C)C=O>[C:1]([NH:4][C:5]1[N:10]=[CH:9][C:8](/[CH:11]=[CH:12]/[C:13]([NH:15][CH2:16][C:17]([N:19]([C:21]2[C:22]([Cl:41])=[C:23]([C:37]([Cl:40])=[CH:38][CH:39]=2)[CH2:24][O:25][C:26]2[C:34]3[N:33]=[C:32]([O:35][CH3:36])[N:31]([CH2:46][CH2:45][N:44]([CH3:48])[CH3:43])[C:30]=3[CH:29]=[CH:28][CH:27]=2)[CH3:20])=[O:18])=[O:14])=[CH:7][CH:6]=1)(=[O:3])[CH3:2].[C:1]([NH:4][C:5]1[N:10]=[CH:9][C:8](/[CH:11]=[CH:12]/[C:13]([NH:15][CH2:16][C:17]([N:19]([C:21]2[C:22]([Cl:41])=[C:23]([C:37]([Cl:40])=[CH:38][CH:39]=2)[CH2:24][O:25][C:26]2[C:34]3[N:33]([CH2:46][CH2:45][N:44]([CH3:48])[CH3:43])[C:32]([O:35][CH3:36])=[N:31][C:30]=3[CH:29]=[CH:28][CH:27]=2)[CH3:20])=[O:18])=[O:14])=[CH:7][CH:6]=1)(=[O:3])[CH3:2] |f:1.2,3.4.5|. Reported procedure: To a solution of 4-[3-[N-[(E)-3-(6-acetamidopyridin-3-yl)acryloylglycyl]-N-methylamino]-2,6-dichlorobenzyloxy]-2-methoxy-1H-benzimidazole (100 mg) and 2-dimethylaminoethyl chloride hydrochloride (25.6 mg) in N,N-dimethylformamide (2 ml) was added potassium carbonate (92.5 mg) at ambient temperature, and the mixture was stirred for 28 hours at the same temperature. The reaction mixture was poured into water, and extracted with chloroform. The extract was washed with water and brine, dried over ma...